From a dataset of the Open Reaction Database (ORD), a public repository of structured organic reaction records. describe an organic reaction: reactants, conditions, products, and yield The reactants are ClC1=CC=C(C=C1)C1=C(C=NC2=CC=CC=C12)S(=O)(=O)C1=CC=C(C=C1)C (4-(4-chloro-phenyl)-3-(4-methyl-benzenesulfonyl)-quinoline), Cl (hydrogen chloride). Solvent: C(C)(=O)OCC (ethyl acetate), C(C)(=O)OCC (ethyl acetate). Product: Cl.ClC1=CC=C(C=C1)C1=C(C=NC2=CC=CC=C12)S(=O)(=O)C1=CC=C(C=C1)C (4-(4-chloro-phenyl)-3-(4-methyl-benzenesulfonyl)-quinoline hydrochloride). The yield is 159.5%. Reaction SMILES: [Cl:1][C:2]1[CH:7]=[CH:6][C:5]([C:8]2[C:17]3[C:12](=[CH:13][CH:14]=[CH:15][CH:16]=3)[N:11]=[CH:10][C:9]=2[S:18]([C:21]2[CH:26]=[CH:25][C:24]([CH3:27])=[CH:23][CH:22]=2)(=[O:20])=[O:19])=[CH:4][CH:3]=1.Cl>C(OCC)(=O)C>[ClH:1].[Cl:1][C:2]1[CH:3]=[CH:4][C:5]([C:8]2[C:17]3[C:12](=[CH:13][CH:14]=[CH:15][CH:16]=3)[N:11]=[CH:10][C:9]=2[S:18]([C:21]2[CH:22]=[CH:23][C:24]([CH3:27])=[CH:25][CH:26]=2)(=[O:19])=[O:20])=[CH:6][CH:7]=1 |f:3.4|. Procedure details: 4-(4-chloro-phenyl)-3-(4-methyl-benzenesulfonyl)-quinoline (40 mg, 0.102 mmol) was dissolved in ethyl acetate (1.5 ml) and a solution of hydrogen chloride in ethyl acetate (c=1.6M, 0.14 ml, 0.224 mmol) was added dropwise to the solution. The solid was filtered off, washed with ethyl acetate and dried in vacuo to give 35 mg of the title compound in 80% yield. Starting materials: CC1=C(N=C(O1)COC1=C(C=O)C=CC=C1)C1=CC=CC=C1 (2-(5-methyl-4-phenyl-2-oxazolylmethoxy)benzaldehyde), COC(=O)CP(=O)(OC)OC (trimethyl phosphonoacetate). The product is CC1=C(N=C(O1)COC1=C(C=CC(=O)OC)C=CC=C1)C1=CC=CC=C1 (methyl 2-(5-methyl-4-phenyl-2-oxazolylmethoxy)cinnamate). RXN SMILES: [CH3:1][C:2]1[O:6][C:5]([CH2:7][O:8][C:9]2[CH:16]=[CH:15][CH:14]=[CH:13][C:10]=2[CH:11]=O)=[N:4][C:3]=1[C:17]1[CH:22]=[CH:21][CH:20]=[CH:19][CH:18]=1.[CH3:23][O:24][C:25]([CH2:27]P(OC)(OC)=O)=[O:26]>>[CH3:1][C:2]1[O:6][C:5]([CH2:7][O:8][C:9]2[CH:16]=[CH:15][CH:14]=[CH:13][C:10]=2[CH:11]=[CH:27][C:25]([O:24][CH3:23])=[O:26])=[N:4][C:3]=1[C:17]1[CH:22]=[CH:21][CH:20]=[CH:19][CH:18]=1. Procedure: According to the method described for Reference Example 22, 2-(5-methyl-4-phenyl-2-oxazolylmethoxy)benzaldehyde was allowed to react with trimethyl phosphonoacetate to give methyl 2-(5-methyl-4-phenyl-2-oxazolylmethoxy)cinnamate. Recrystallization from ethyl acetate--chloroform-ether gave colorless prisms, m.p.128°-129° C.